Dataset: the Open Reaction Database (ORD), a public repository of structured organic reaction records. Task: describe an organic reaction: reactants, conditions, products, and yield Reactants: COC([C@H](CC1=C(C=C(C=C1)OCC=1N=C(OC1C)C1=CC=CC=C1)C(F)(F)F)OCC)=O ((S)-2-ethoxy-3-[4-(5-methyl-2-phenyl-oxazol-4-ylmethoxy)-2-trifluoromethyl-phenyl]-propionic acid methyl ester), [Li+].[OH-] (LiOH). Product: C(C)O[C@H](C(=O)O)CC1=C(C=C(C=C1)OCC=1N=C(OC1C)C1=CC=CC=C1)C(F)(F)F ((S)-2-ethoxy-3-[4-(5-methyl-2-phenyl-oxazol-4-ylmethoxy)-2-trifluoromethyl-phenyl]-propionic acid). Reaction SMILES: C[O:2][C:3](=[O:33])[C@@H:4]([O:30][CH2:31][CH3:32])[CH2:5][C:6]1[CH:11]=[CH:10][C:9]([O:12][CH2:13][C:14]2[N:15]=[C:16]([C:20]3[CH:25]=[CH:24][CH:23]=[CH:22][CH:21]=3)[O:17][C:18]=2[CH3:19])=[CH:8][C:7]=1[C:26]([F:29])([F:28])[F:27].[Li+].[OH-]>>[CH2:31]([O:30][C@@H:4]([CH2:5][C:6]1[CH:11]=[CH:10][C:9]([O:12][CH2:13][C:14]2[N:15]=[C:16]([C:20]3[CH:25]=[CH:24][CH:23]=[CH:22][CH:21]=3)[O:17][C:18]=2[CH3:19])=[CH:8][C:7]=1[C:26]([F:27])([F:28])[F:29])[C:3]([OH:33])=[O:2])[CH3:32] |f:1.2|. Procedure: In analogy to the procedure described in example 1 g], (S)-2-ethoxy-3-[4-(5-methyl-2-phenyl-oxazol-4-ylmethoxy)-2-trifluoromethyl-phenyl]-propionic acid methyl ester was treated with LiOH to obtain (S)-2-ethoxy-3-[4-(5-methyl-2-phenyl-oxazol-4-ylmethoxy)-2-trifluoromethyl-phenyl]-propionic acid as colorless solid. Reactants: BrC=1C=2N(N=C(C1)C=1C=C(C(=O)OC)C=CC1)C=CN2 (methyl 3-(8-bromoimidazo[1,2-b]pyridazin-6-yl)benzoate), C[C@H]1N(CCC1)C1=CC=CC(=N1)N ((R)-6-(2-methylpyrrolidin-1-yl)pyridin-2-amine), C=1C=CC(=CC1)P(C=2C=CC=CC2)C3=CC=C4C=CC=CC4=C3C5=C6C=CC=CC6=CC=C5P(C=7C=CC=CC7)C=8C=CC=CC8 (BINAP), C(=O)([O-])[O-].[Cs+].[Cs+] (Cs2CO3). Reagents/catalysts: C=1C=CC(=CC1)/C=C/C(=O)/C=C/C2=CC=CC=C2.C=1C=CC(=CC1)/C=C/C(=O)/C=C/C2=CC=CC=C2.C=1C=CC(=CC1)/C=C/C(=O)/C=C/C2=CC=CC=C2.[Pd].[Pd] (Pd2(dba)3). The solvent is O1CCOCC1 (dioxane). Run at temperature 100 celsius, time 16 hour. Product: C[C@H]1N(CCC1)C1=CC=CC(=N1)NC=1C=2N(N=C(C1)C=1C=C(C(=O)OC)C=CC1)C=CN2 ((R)-methyl 3-(8-(6-(2-methylpyrrolidin-1-yl)pyridine-2-ylamino)imidazo[1,2-b]pyridazin-6-yl)benzoate). Yield: 42.8%. As a reaction SMILES: Br[C:2]1[C:3]2[N:4]([CH:18]=[CH:19][N:20]=2)[N:5]=[C:6]([C:8]2[CH:9]=[C:10]([CH:15]=[CH:16][CH:17]=2)[C:11]([O:13][CH3:14])=[O:12])[CH:7]=1.[CH3:21][C@@H:22]1[CH2:26][CH2:25][CH2:24][N:23]1[C:27]1[N:32]=[C:31]([NH2:33])[CH:30]=[CH:29][CH:28]=1.C1C=CC(P(C2C(C3C(P(C4C=CC=CC=4)C4C=CC=CC=4)=CC=C4C=3C=CC=C4)=C3C(C=CC=C3)=CC=2)C2C=CC=CC=2)=CC=1.C([O-])([O-])=O.[Cs+].[Cs+]>C1C=CC(/C=C/C(/C=C/C2C=CC=CC=2)=O)=CC=1.C1C=CC(/C=C/C(/C=C/C2C=CC=CC=2)=O)=CC=1.C1C=CC(/C=C/C(/C=C/C2C=CC=CC=2)=O)=CC=1.[Pd].[Pd].O1CCOCC1>[CH3:21][C@@H:22]1[CH2:26][CH2:25][CH2:24][N:23]1[C:27]1[N:32]=[C:31]([NH:33][C:2]2[C:3]3[N:4]([CH:18]=[CH:19][N:20]=3)[N:5]=[C:6]([C:8]3[CH:9]=[C:10]([CH:15]=[CH:16][CH:17]=3)[C:11]([O:13][CH3:14])=[O:12])[CH:7]=2)[CH:30]=[CH:29][CH:28]=1 |f:3.4.5,6.7.8.9.10|. Reported procedure: A mixture of methyl 3-(8-bromoimidazo[1,2-b]pyridazin-6-yl)benzoate (200 mg, 0.6 mmol), (R)-6-(2-methylpyrrolidin-1-yl)pyridin-2-amine (160 mg, 0.9 mmol), Pd2(dba)3 (36 mg, 0.06 mmol), BINAP (152 mg, 0.24 mmol), Cs2CO3 (592 mg, 1.8 mmol) and dioxane (10 mL) was heated to 100° C. with stirring for 16 h under N2. The solvent was removed in vacuo and the resulting mixture was purified by chromatography (silica gel, 200-300 mesh, petroleum ether:ethyl acetate=3:1) to give (R)-methyl 3-(8-(6-(2-methy... Reactants: COC=1C(=C2C(=CC=NC2=C(C1)[N+](=O)[O-])C)OCCCCCCCCCC1=CC=CC=C1 (6-methoxy-4-methyl-8-nitro-5-(9-phenylnonoxy) quinoline), O (H2O), O(CCCC)CCCC (n-Bu2O). Reagents/catalysts: [Fe] (Fe). Solvent: CC(=O)O (HOAc). Run at temperature 80 celsius. Yields the product NC=1C=C(C(=C2C(=CC=NC12)C)OCCCCCCCCCC1=CC=CC=C1)OC (8-amino-6-methoxy-4-methyl-5-(9-phenylnonoxy) quinoline). Isolated yield 64.0%. Reaction SMILES: [CH3:1][O:2][C:3]1[C:4]([O:17][CH2:18][CH2:19][CH2:20][CH2:21][CH2:22][CH2:23][CH2:24][CH2:25][CH2:26][C:27]2[CH:32]=[CH:31][CH:30]=[CH:29][CH:28]=2)=[C:5]2[C:10](=[C:11]([N+:13]([O-])=O)[CH:12]=1)[N:9]=[CH:8][CH:7]=[C:6]2[CH3:16].O.O(CCCC)CCCC>[Fe].CC(O)=O>[NH2:13][C:11]1[CH:12]=[C:3]([O:2][CH3:1])[C:4]([O:17][CH2:18][CH2:19][CH2:20][CH2:21][CH2:22][CH2:23][CH2:24][CH2:25][CH2:26][C:27]2[CH:32]=[CH:31][CH:30]=[CH:29][CH:28]=2)=[C:5]2[C:10]=1[N:9]=[CH:8][CH:7]=[C:6]2[CH3:16]. Procedure: A stirred mixture of 6-methoxy-4-methyl-8-nitro-5-(9-phenylnonoxy) quinoline (11 g, 0.025 mol), degreased 40 mesh Fe filings (30 g), H2O (100 ml), HOAc (20 ml) and n-Bu2O (20 ml) was heated at 80° C. for 2 h, cooled and filtered. The solid residue and the filtrate were thoroughly extracted with warm Et2O and the combined extracts were dried (Na2SO4), treated with Darco, and concentrated. The resulting solid was dissolved in pet ether (Darco) and cooled in dry ice - Me2CO to give 6.5 g (64%) of 8... The reactants are CSc1ccc(CCO)cc1, ClCCl, O=Cc1ccc(O)cc1, c1ccc(P(c2ccccc2)c2ccccc2)cc1. RXN SMILES: [CH3:1][S:2][c:3]1[cH:4][cH:5][c:6]([CH2:9][CH2:10][OH:11])[cH:7][cH:8]1.[Cl:40][CH2:41][Cl:42].[OH:31][c:32]1[cH:33][cH:34][c:35]([CH:36]=[O:37])[cH:38][cH:39]1.[c:12]1([P:13]([c:14]2[cH:15][cH:16][cH:17][cH:18][cH:19]2)[c:20]2[cH:21][cH:22][cH:23][cH:24][cH:25]2)[cH:26][cH:27][cH:28][cH:29][cH:30]1>>[CH3:1][S:2][c:3]1[cH:4][cH:5][c:6]([CH2:9][CH2:10][O:11][c:32]2[cH:33][cH:34][c:35]([CH:36]=[O:37])[cH:38][cH:39]2)[cH:7][cH:8]1. Product: CSc1ccc(CCOc2ccc(C=O)cc2)cc1. Starting materials: C(O)([O-])=O.[Na+] (sodium hydrogencarbonate), CC1(CC(CC(C1)(C)C)C1=C(C=CC=C1)N1CCNCC1)C (1-[2-(3,3,5,5-tetramethylcyclohexyl)phenyl]piperazine), BrCCF (1-bromo-2-fluoroethane), [I-].[Na+] (sodium iodide), C([O-])([O-])=O.[K+].[K+] (potassium carbonate). Solvent: C(C)OCC (diethyl ether), CN(C=O)C (dimethylformamide). Reaction conditions: temperature 80 celsius, time 2 hour. The product is FCCN1CCN(CC1)C1=C(C=CC=C1)C1CC(CC(C1)(C)C)(C)C (1-(2-fluoroethyl)-4-[2-(3,3,5,5-tetramethylcyclohexyl)phenyl]piperazine). RXN SMILES: [CH3:1][C:2]1([CH3:22])[CH2:7][C:6]([CH3:9])([CH3:8])[CH2:5][CH:4]([C:10]2[CH:15]=[CH:14][CH:13]=[CH:12][C:11]=2[N:16]2[CH2:21][CH2:20][NH:19][CH2:18][CH2:17]2)[CH2:3]1.Br[CH2:24][CH2:25][F:26].[I-].[Na+].C(=O)([O-])[O-].[K+].[K+].C(=O)([O-])O.[Na+]>C(OCC)C.CN(C)C=O>[F:26][CH2:25][CH2:24][N:19]1[CH2:18][CH2:17][N:16]([C:11]2[CH:12]=[CH:13][CH:14]=[CH:15][C:10]=2[CH:4]2[CH2:3][C:2]([CH3:22])([CH3:1])[CH2:7][C:6]([CH3:8])([CH3:9])[CH2:5]2)[CH2:21][CH2:20]1 |f:2.3,4.5.6,7.8|. Reported procedure: A mixture of 1-[2-(3,3,5,5-tetramethylcyclohexyl)phenyl]piperazine (30 mg, 0.1 mmol) produced in Example (8b), 1-bromo-2-fluoroethane (16.2 mg, 0.125 mmol), sodium iodide (1.5 mg, 0.01 mmol), potassium carbonate (20.8 mg, 0.15 mmol) and dimethylformamide (1 mL) was stirred for 2 hours at an external temperature of 80° C. Saturated aqueous solution of sodium hydrogencarbonate was added to the reaction mixture and extraction was performed with diethyl ether. The solvent was distilled off by nitrog... The reactants are C([O-])([O-])=O.[K+].[K+] (potassium carbonate), O (water), FC(C(=O)O)(F)F (trifluoroacetic acid), CC1(OC[C@H](O1)CN1C[C@@H](CCC1)NC1=NC=CC(=N1)C1=C(N=C2SC=CN21)C2=CC(=CC=C2)OC)C (N-((3R)-1-{[(4R)-2,2-dimethyl-1,3-dioxolan-4-yl]methyl}piperidin-3-yl)-4-[6-(3-methoxyphenyl)imidazo[2,1-b][1,3]thiazol-5-yl]pyrimidin-2-amine). Run in CO (MeOH). Run at temperature 50 celsius, time 18 hour. The product is COC=1C=C(C=CC1)C=1N=C2SC=CN2C1C1=NC(=NC=C1)N[C@H]1CN(CCC1)C[C@H](CO)O ((2R)-3-[(3R)-3-({4-[6-(3-methoxyphenyl)imidazo[2,1-b][1,3]thiazol-5-yl]pyrimidin-2-yl}amino)piperidin-1-yl]propane-1,2-diol). Yield: 86.7%. As a reaction SMILES: CC1(C)[O:6][C@H:5]([CH2:7][N:8]2[CH2:13][CH2:12][CH2:11][C@@H:10]([NH:14][C:15]3[N:20]=[C:19]([C:21]4[N:28]5[C:24]([S:25][CH:26]=[CH:27]5)=[N:23][C:22]=4[C:29]4[CH:34]=[CH:33][CH:32]=[C:31]([O:35][CH3:36])[CH:30]=4)[CH:18]=[CH:17][N:16]=3)[CH2:9]2)[CH2:4][O:3]1.O.FC(F)(F)C(O)=O.C(=O)([O-])[O-].[K+].[K+]>CO>[CH3:36][O:35][C:31]1[CH:30]=[C:29]([C:22]2[N:23]=[C:24]3[N:28]([C:21]=2[C:19]2[CH:18]=[CH:17][N:16]=[C:15]([NH:14][C@@H:10]4[CH2:11][CH2:12][CH2:13][N:8]([CH2:7][C@@H:5]([OH:6])[CH2:4][OH:3])[CH2:9]4)[N:20]=2)[CH:27]=[CH:26][S:25]3)[CH:34]=[CH:33][CH:32]=1 |f:3.4.5|. Procedure: The N-((3R)-1-{[(4R)-2,2-dimethyl-1,3-dioxolan-4-yl]methyl}piperidin-3-yl)-4-[6-(3-methoxyphenyl)imidazo[2,1-b][1,3]thiazol-5-yl]pyrimidin-2-amine (150 mg, 0.288 mmol) was dissolved in MeOH (10 ml) and water (1.2 ml) and treated with trifluoroacetic acid (90 uL). The mixture was stirred at 50° C. overnight (18 hours). The mixture was neutralized with potassium carbonate (160 mg) and the volatiles were removed in vacuo. The product was purified by flash chromatography (6:1 EtOAc/MeOH), affording ...